Task: describe an organic reaction: reactants, conditions, products, and yield. Dataset: the Open Reaction Database (ORD), a public repository of structured organic reaction records Starting materials: Cl (hydrogen chloride), CC(C)([O-])C.[K+] (potassium tert-butoxide), BrC=1C=CC(=C(C1)CC(=O)NC1(CCCCC1)C(=O)OC)C (Methyl 1-{[(5-bromo-2-methylphenyl)acetyl]amino}cyclohexanecarboxylate), O (water). The solvent is CN(C=O)C (N,N-dimethylformamide). Run at temperature 80 celsius. Product: BrC=1C=CC(=C(C1)C=1C(NC2(C1O)CCCCC2)=O)C (3-(5-Bromo-2-methylphenyl)-4-hydroxy-1-azaspiro[4.5]dec-3-en-2-one). As a reaction SMILES: CC(C)([O-])C.[K+].[Br:7][C:8]1[CH:9]=[CH:10][C:11]([CH3:28])=[C:12]([CH2:14][C:15]([NH:17][C:18]2([C:24]([O:26]C)=O)[CH2:23][CH2:22][CH2:21][CH2:20][CH2:19]2)=[O:16])[CH:13]=1.O.Cl>CN(C)C=O>[Br:7][C:8]1[CH:9]=[CH:10][C:11]([CH3:28])=[C:12]([C:14]2[C:15](=[O:16])[NH:17][C:18]3([CH2:19][CH2:20][CH2:21][CH2:22][CH2:23]3)[C:24]=2[OH:26])[CH:13]=1 |f:0.1|. Reported procedure: 1.71 g (15.2 mmol) of potassium tert-butoxide were added to 2.80 g (7.60 mmol) of the compound from Example 12A in 15 ml of N,N-dimethylformamide. The reaction mixture was heated at 80° C. for 15 minutes. After cooling, water was added and aqueous hydrogen chloride solution was added dropwise. The precipitate was filtered off with suction, washed with water and dried. This gave 2.33 g (90% of theory) of the title compound. The reactants are C12C=CC(CC1)C2 (norbornene), O=O (O2), material. The product is C12C(CC(CC1)C2)=O (norbornanone), C1(=CCCCC1)C=O (cyclohexene carboxaldehyde), total product. Yield: 30.0%. RXN SMILES: [CH:1]12[CH2:7][CH:4]([CH2:5][CH2:6]1)[CH:3]=[CH:2]2.[O:8]=O>>[CH:1]12[CH2:7][CH:4]([CH2:5][CH2:6]1)[CH2:3][C:2]2=[O:8].[C:1]1([CH:7]=[O:8])[CH2:6][CH2:5][CH2:4][CH2:3][CH:2]=1. Procedure: 7.1 g norbornene and 1 atm O2 were passed over 100 mg of this material at 280° C. for 2 hours, yielding in a partial conversion 99 mg norbornanone (relative yield 70%) and 43 mg cyclohexene carboxaldehyde (relative yield 30%) with a turnover frequency of 160 moles total product per mole Rh per hr. Reactants: ClC1=C(C=C2C(C(=CN(C2=N1)C1=C(C=C(C(=C1)NC)F)F)C(=O)OCC)=O)F (Ethyl 7-chloro-1-(2,4-difluoro-5-methylaminophenyl)-6-fluoro-4-oxo-1,4-dihydro-1,8-naphthyridine-3-carboxylate), mixture, Cl (hydrochloric acid), C(C)(=O)O (acetic acid), C(C)O (ethanol), O (water). Product: C(C)(C)OC(C)C (diisopropyl ether), ClC1=C(C=C2C(C(=CN(C2=N1)C1=C(C=C(C(=C1)NC)F)F)C(=O)O)=O)F (7-chloro-1-(2,4-difluoro-5-methylaminophenyl)-6-fluoro-1,4-dihydro-4-oxo-1,8-naphthyridine-3-carboxylic acid). RXN SMILES: [Cl:1][C:2]1[N:11]=[C:10]2[C:5]([C:6](=[O:27])[C:7]([C:22]([O:24]CC)=[O:23])=[CH:8][N:9]2[C:12]2[CH:17]=[C:16]([NH:18][CH3:19])[C:15]([F:20])=[CH:14][C:13]=2[F:21])=[CH:4][C:3]=1[F:28].Cl.[C:30]([OH:33])(=O)[CH3:31].O.[CH2:35](O)C>>[CH:3]([O:33][CH:30]([CH3:31])[CH3:35])([CH3:4])[CH3:2].[Cl:1][C:2]1[N:11]=[C:10]2[C:5]([C:6](=[O:27])[C:7]([C:22]([OH:24])=[O:23])=[CH:8][N:9]2[C:12]2[CH:17]=[C:16]([NH:18][CH3:19])[C:15]([F:20])=[CH:14][C:13]=2[F:21])=[CH:4][C:3]=1[F:28]. Procedure: Ethyl 7-chloro-1-(2,4-difluoro-5-methylaminophenyl)-6-fluoro-4-oxo-1,4-dihydro-1,8-naphthyridine-3-carboxylate (150 mg) was added to 1 ml of a mixture of 3N hydrochloric acid and acetic acid (1/1, vol/vol), which was stirred and heated at reflux for 2 hours. After 5 ml of distilled water was added, the reaction solution was heated at reflux for a further 10 minutes and then allowed to cool down. The precipitate was dispersed in ethanol, collected by filtration, and washed with ethanol and then w... The reactants are CN(C)c1ccncc1, ClCCl, CN1C(=O)N(c2cc(N)ccc2Cl)Cc2cnc(S(C)(=O)=O)nc21, O=C(O)c1ccc(-c2ccccc2)cc1. Yields the product CN1C(=O)N(c2cc(NC(=O)c3ccc(-c4ccccc4)cc3)ccc2Cl)Cc2cnc(S(C)(=O)=O)nc21. RXN SMILES: [CH3:43][N:44]([CH3:45])[c:46]1[cH:47][cH:48][n:49][cH:50][cH:51]1.[Cl:40][CH2:41][Cl:42].[NH2:1][c:2]1[cH:3][cH:4][c:5]([Cl:24])[c:6]([N:8]2[C:9](=[O:23])[N:10]([CH3:22])[c:11]3[n:12][c:13]([S:18](=[O:19])(=[O:20])[CH3:21])[n:14][cH:15][c:16]3[CH2:17]2)[cH:7]1.[c:25]1(-[c:34]2[cH:35][cH:36][cH:37][cH:38][cH:39]2)[cH:26][cH:27][c:28]([C:31](=[O:32])[OH:33])[cH:29][cH:30]1>>[NH:1]([c:2]1[cH:3][cH:4][c:5]([Cl:24])[c:6]([N:8]2[C:9](=[O:23])[N:10]([CH3:22])[c:11]3[n:12][c:13]([S:18](=[O:19])(=[O:20])[CH3:21])[n:14][cH:15][c:16]3[CH2:17]2)[cH:7]1)[C:31]([c:28]1[cH:27][cH:26][c:25](-[c:34]2[cH:35][cH:36][cH:37][cH:38][cH:39]2)[cH:30][cH:29]1)=[O:32].